Dataset: the Open Reaction Database (ORD), a public repository of structured organic reaction records. Task: describe an organic reaction: reactants, conditions, products, and yield Starting materials: FC=1C=C2C=CNC2=CC1 (5-fluoro-1H-indole), CN1CCC(CC1)=O (1-methyl-4-piperidone). Yields the product FC=1C=C2C(=CNC2=CC1)C=1CCN(CC1)C (5-fluoro-3-(1-methyl-1,2,3,6-tetrahydropyridin-4-yl)-1H-indole). Yield: 93.9%. Reaction SMILES: [F:1][C:2]1[CH:3]=[C:4]2[C:8](=[CH:9][CH:10]=1)[NH:7][CH:6]=[CH:5]2.[CH3:11][N:12]1[CH2:17][CH2:16][C:15](=O)[CH2:14][CH2:13]1>>[F:1][C:2]1[CH:3]=[C:4]2[C:8](=[CH:9][CH:10]=1)[NH:7][CH:6]=[C:5]2[C:15]1[CH2:16][CH2:17][N:12]([CH3:11])[CH2:13][CH:14]=1. Reported procedure: Beginning with 1.00 gm (7.4 mMol) 5-fluoro-1H-indole and 1.82 mL (14.8 mMol) 1-methyl-4-piperidone, 1.60 gm (94%) of the title compound were recovered as a crystalline solid. Starting materials: potassium t-butylate, Cl (HCl), C(C)(C)(C)OC(=O)NC1=NC(=NS1)/C(=C\C)/C(=O)O (E-1-(5-t-butoxycarbonylamino-1,2,4-thiadiazol-3-yl)propene-1-carboxylic acid), O (water). The solvent is CN(C)C=O (DMF), CN(C)C=O (DMF). Conditions: time 15 minute. The product is C(C)(C)(C)OC(=O)NC1=NC(=NS1)/C(=C/C)/C(=O)O (Z-1-(5-t-butoxycarbonylamino-1,2,4-thiadiazol-3-yl)propene-1-carboxylic acid). RXN SMILES: [C:1]([O:5][C:6]([NH:8][C:9]1[S:13][N:12]=[C:11](/[C:14](/[C:17]([OH:19])=[O:18])=[CH:15]\[CH3:16])[N:10]=1)=[O:7])([CH3:4])([CH3:3])[CH3:2].O.Cl>CN(C=O)C>[C:1]([O:5][C:6]([NH:8][C:9]1[S:13][N:12]=[C:11](/[C:14](/[C:17]([OH:19])=[O:18])=[CH:15]/[CH3:16])[N:10]=1)=[O:7])([CH3:2])([CH3:3])[CH3:4]. Procedure details: 8.3 g (29 mMol) of E-1-(5-t-butoxycarbonylamino-1,2,4-thiadiazol-3-yl)propene-1-carboxylic acid were dissolved in 40 ml of DMF and the solution was added to a solution of 10 g of potassium t-butylate in 30 ml of DMF at 0° C., whereupon the internal temperature rose to 30° C. The mixture was stirred for 15 minutes, 300 ml of water were poured in and the pH was adjusted to 2 with 1N HCl. The mixture was extracted 2×ethyl acetate and the combined organic phases were washed with water, dried over Mg... Starting materials: NC1=C(C=CC=C1)S (2-aminothiophenol), NC1=CC=C(C(=O)O)C=C1 (4-aminobenzoic acid). Solvent: C([O-])(O)=O.[Na+] (sodium bicarbonate). Reaction conditions: temperature 230 celsius. Yields the product NC1=CC=C(C=C1)C=1SC2=C(N1)C=CC=C2 (2-(4'-Aminophenyl)benzothiazole). Yield: 56.9%. As a reaction SMILES: [NH2:1][C:2]1[CH:7]=[CH:6][CH:5]=[CH:4][C:3]=1[SH:8].[NH2:9][C:10]1[CH:18]=[CH:17][C:13]([C:14](O)=O)=[CH:12][CH:11]=1>C(=O)(O)[O-].[Na+]>[NH2:9][C:10]1[CH:18]=[CH:17][C:13]([C:14]2[S:8][C:3]3[CH:4]=[CH:5][CH:6]=[CH:7][C:2]=3[N:1]=2)=[CH:12][CH:11]=1 |f:2.3|. Procedure details: A stirrable paste prepared by mixing 2-aminothiophenol (9.39 g, 0.075 mol) and 4-aminobenzoic acid (10.29 g, 0.075 mol) with PPA (120 g) was heated to 230° C. for 4 hours, cooled and poured into a large volume of 10% sodium bicarbonate solution (about 1000 ml). The solid was collected by filtration, washed with water and dried. Recrystallisation from methanol gave pale yellow needed crystals (9.65 g, 57%), m.p. 155-157° C. The reactants are NC(=O)CBr, O=C([O-])[O-], C1CCOC1, COCc1nc(-c2cn3c(n2)-c2ccc(C4CCNCC4)cc2OCC3)n(C(C)C)n1, ClCCl, O=C(O)C(F)(F)F, [K+], [K+], O. Product: COCc1nc(-c2cn3c(n2)-c2ccc(C4CCN(CC(N)=O)CC4)cc2OCC3)n(C(C)C)n1. Reaction SMILES: [Br:39][CH2:40][C:41](=[O:42])[NH2:43].[C:44](=[O:45])([O-:46])[O-:47].[CH2:50]1[O:51][CH2:52][CH2:53][CH2:54]1.[CH:8]([CH3:9])([CH3:10])[n:11]1[n:12][c:13]([CH2:36][O:37][CH3:38])[n:14][c:15]1-[c:16]1[cH:17][n:18]2[c:24]([n:25]1)-[c:23]1[c:22]([cH:29][c:28]([CH:30]3[CH2:31][CH2:32][NH:33][CH2:34][CH2:35]3)[cH:27][cH:26]1)[O:21][CH2:20][CH2:19]2.[Cl:55][CH2:56][Cl:57].[F:1][C:2]([F:3])([F:4])[C:5]([OH:6])=[O:7].[K+:48].[K+:49].[OH2:58]>>[CH:8]([CH3:9])([CH3:10])[n:11]1[n:12][c:13]([CH2:36][O:37][CH3:38])[n:14][c:15]1-[c:16]1[cH:17][n:18]2[c:24]([n:25]1)-[c:23]1[c:22]([cH:29][c:28]([CH:30]3[CH2:31][CH2:32][N:33]([CH2:40][C:41](=[O:42])[NH2:43])[CH2:34][CH2:35]3)[cH:27][cH:26]1)[O:21][CH2:20][CH2:19]2. Starting materials: O=C([O-])[O-], CC1(C(=O)Cl)CCCCC1, ClCCl, [K+], [K+], O, CNC(Cc1ccccn1)CN1CCN(c2cccc3[nH]ccc23)CC1. The product is CN(C(=O)C1(C)CCCCC1)C(Cc1ccccn1)CN1CCN(c2cccc3[nH]ccc23)CC1. RXN SMILES: [C:27](=[O:28])([O-:29])[O-:30].[CH3:33][C:34]1([C:40](=[O:41])[Cl:42])[CH2:35][CH2:36][CH2:37][CH2:38][CH2:39]1.[Cl:43][CH2:44][Cl:45].[K+:31].[K+:32].[OH2:46].[nH:1]1[cH:2][cH:3][c:4]2[c:5]([N:10]3[CH2:11][CH2:12][N:13]([CH2:16][CH:17]([CH2:18][c:19]4[n:20][cH:21][cH:22][cH:23][cH:24]4)[NH:25][CH3:26])[CH2:14][CH2:15]3)[cH:6][cH:7][cH:8][c:9]12>>[nH:1]1[cH:2][cH:3][c:4]2[c:5]([N:10]3[CH2:11][CH2:12][N:13]([CH2:16][CH:17]([CH2:18][c:19]4[n:20][cH:21][cH:22][cH:23][cH:24]4)[N:25]([CH3:26])[C:40]([C:34]4([CH3:33])[CH2:35][CH2:36][CH2:37][CH2:38][CH2:39]4)=[O:41])[CH2:14][CH2:15]3)[cH:6][cH:7][cH:8][c:9]12. Starting materials: C(C1=CC=CC=C1)N1CC(CCC1)(O)C(=CCO)[Sn](CCCC)(CCCC)CCCC (1-benzyl-3-(3-hydroxy-1-tributylstannyl-1-propen-1-yl)piperidin-3-ol), C(CCC)[SnH](CCCC)CCCC (Tributyltin hydride), C(C1=CC=CC=C1)N1CC(CCC1)(O)C#CCO (1-benzyl-3-(3-hydroxy-1-propyn-1-yl)piperidin-3-ol), tetrakis(trisphenylphosphine)palladium(0). Run in C1(=CC=CC=C1)C (toluene). Conditions: temperature -5 celsius, time 2 hour. The product is C(C1=CC=CC=C1)N1CC(CCC1)(O)C=C(CO)[Sn](CCCC)(CCCC)CCCC (1-Benzyl-3-(3-hydroxy-2-tributylstannyl-1-propen-1-yl)piperidin-3-ol). Reaction SMILES: [CH2:1]([SnH:5]([CH2:10][CH2:11][CH2:12][CH3:13])[CH2:6][CH2:7][CH2:8][CH3:9])[CH2:2][CH2:3][CH3:4].[CH2:14]([N:21]1[CH2:26][CH2:25][CH2:24][C:23]([C:28]#[C:29][CH2:30][OH:31])([OH:27])[CH2:22]1)[C:15]1[CH:20]=[CH:19][CH:18]=[CH:17][CH:16]=1.C(N1CCCC(C([Sn](CCCC)(CCCC)CCCC)=CCO)(O)C1)C1C=CC=CC=1>C1(C)C=CC=CC=1>[CH2:14]([N:21]1[CH2:26][CH2:25][CH2:24][C:23]([CH:28]=[C:29]([Sn:5]([CH2:6][CH2:7][CH2:8][CH3:9])([CH2:10][CH2:11][CH2:12][CH3:13])[CH2:1][CH2:2][CH2:3][CH3:4])[CH2:30][OH:31])([OH:27])[CH2:22]1)[C:15]1[CH:16]=[CH:17][CH:18]=[CH:19][CH:20]=1. Procedure details: Tributyltin hydride (7.8 ml, 29 mmol) was added dropwise to a degassed solution of 1-benzyl-3-(3-hydroxy-1-propyn-1-yl)piperidin-3-ol (Desc. 1; 5.91 g, 24.1 mmol) and tetrakis(trisphenylphosphine)palladium(0) (0.52 g, 0.45 mmol) in toluene (100 ml) at -5° C. The reaction mixture was stirred at -5° C. for 2 hours, allowed to warm up and concentrated in vacuo to afford an approximately 2.5:1 mixture of the title compound and isomeric 1-benzyl-3-(3-hydroxy-1-tributylstannyl-1-propen-1-yl)piperidin-... Starting materials: COC1=NN=C(S1)N1C(N(CCC1O)CC)=O (Tetrahydro-1-(5-methoxy-1,3,4-thiadiazol-2-yl)-3-ethyl-6-hydroxy-2(1H)-pyrimidinone), C=1(C(=CC=CC1)S(=O)(=O)O)C (toluenesulfonic acid), alcohol. The solvent is C(C)O (ethyl alcohol). Yields the product COC1=NN=C(S1)N1C(N(CCC1OCC)CC)=O (tetrahydro-1-(5-methoxy-1,3,4-thiadiazol-2-yl)-3-ethyl-6-ethoxy-2(1H)-pyrimidinone). As a reaction SMILES: [CH3:1][O:2][C:3]1[S:7][C:6]([N:8]2[CH:13]([OH:14])[CH2:12][CH2:11][N:10]([CH2:15][CH3:16])[C:9]2=[O:17])=[N:5][N:4]=1.[C:18]1(C)C(S(O)(=O)=O)=CC=C[CH:23]=1>C(O)C>[CH3:1][O:2][C:3]1[S:7][C:6]([N:8]2[CH:13]([O:14][CH2:18][CH3:23])[CH2:12][CH2:11][N:10]([CH2:15][CH3:16])[C:9]2=[O:17])=[N:5][N:4]=1. Reported procedure: Tetrahydro-1-(5-methoxy-1,3,4-thiadiazol-2-yl)-3-ethyl-6-hydroxy-2(1H)-pyrimidinone (7 grams), ethyl alcohol (50 ml) and toluenesulfonic acid (0.2 grams) are charged into a glass reaction vessel equipped with a mechanical stirrer, thermometer and reflux condenser. The reaction mixture is then heated at reflux for a period of about 24 hours. After this time the mixture is stripped of unreacted alcohol under reduced pressure to yield a solid product. This product is then recrystallized to yield th... Reactants: CCO, [H][H], COC(=O)C1CCC(c2ccc([N+](=O)[O-])cc2)C1. Yields the product COC(=O)C1CCC(c2ccc(N)cc2)C1. As a reaction SMILES: [CH3:21][CH2:22][OH:23].[H:19][H:20].[N+:1]([O-:2])(=[O:3])[c:4]1[cH:5][cH:6][c:7]([CH:10]2[CH2:11][CH:12]([C:15](=[O:16])[O:17][CH3:18])[CH2:13][CH2:14]2)[cH:8][cH:9]1>>[NH2:1][c:4]1[cH:5][cH:6][c:7]([CH:10]2[CH2:11][CH:12]([C:15](=[O:16])[O:17][CH3:18])[CH2:13][CH2:14]2)[cH:8][cH:9]1.